From a dataset of the Open Reaction Database (ORD), a public repository of structured organic reaction records. describe an organic reaction: reactants, conditions, products, and yield The reactants are CCC(C(=O)[O-])c1sc(-c2ccc(C(F)(F)F)cc2)nc1C, CO, [Na+], [OH-]. Product: Cc1nc(-c2ccc(C(F)(F)F)cc2)sc1CC(=O)O. Reaction SMILES: [CH2:1]([CH3:2])[CH:3]([C:4](=[O:5])[O-:6])[c:7]1[c:8]([CH3:22])[n:9][c:10](-[c:12]2[cH:13][cH:14][c:15]([C:18]([F:19])([F:20])[F:21])[cH:16][cH:17]2)[s:11]1.[CH3:25][OH:26].[Na+:24].[OH-:23]>>[CH2:3]([C:4](=[O:5])[OH:6])[c:7]1[c:8]([CH3:22])[n:9][c:10](-[c:12]2[cH:13][cH:14][c:15]([C:18]([F:19])([F:20])[F:21])[cH:16][cH:17]2)[s:11]1.